Task: describe an organic reaction: reactants, conditions, products, and yield. Dataset: the Open Reaction Database (ORD), a public repository of structured organic reaction records Starting materials: [Na] (sodium), C(C1=CC=CC=C1)OC1=C(C=C(C=O)C=C1)OC (4-Benzyloxy-3-methoxy-benzaldehyde), N(=[N+]=[N-])CC(=O)OC (methyl azidoacetate), ice-salt, C[O-].[Na+] (sodium methoxide). Run in CO (methanol), CO (methanol). Run at temperature 0 celsius, time 45 minute. Product: COC(C(=CC1=CC(=C(C=C1)OCC1=CC=CC=C1)OC)N=[N+]=[N-])=O (Methyl-2-azido-3-[4′-(benzyloxy)-3′-methoxyphenyl]prop-2-enoate). Yield: 72.5%. As a reaction SMILES: [CH2:1]([O:8][C:9]1[CH:16]=[CH:15][C:12]([CH:13]=O)=[CH:11][C:10]=1[O:17][CH3:18])[C:2]1[CH:7]=[CH:6][CH:5]=[CH:4][CH:3]=1.[N:19]([CH2:22][C:23]([O:25][CH3:26])=[O:24])=[N+:20]=[N-:21].C[O-].[Na+].[Na]>CO>[CH3:26][O:25][C:23](=[O:24])[C:22]([N:19]=[N+:20]=[N-:21])=[CH:13][C:12]1[CH:15]=[CH:16][C:9]([O:8][CH2:1][C:2]2[CH:7]=[CH:6][CH:5]=[CH:4][CH:3]=2)=[C:10]([O:17][CH3:18])[CH:11]=1 |f:2.3,^1:29|. Reported procedure: A solution of the 4-Benzyloxy-3-methoxy-benzaldehyde (12.0 g, 49.6 mmol) and methyl azidoacetate (23 g, 0.200 mol) in methanol (50 mL) was added over 30 min to a cooled (ice-salt bath) solution of sodium methoxide which had been prepared from addition of methanol (80 mL) to sodium (3.4 g, 0.149 mol). The reaction mixture was stirred at 0° C. for 45 min, during this time a thick cream precipitate formed, and then stood in the freezer overnight. Ice-cold water was added and the precipitate was rem... The reactants are C1(CCC1)N1CCN(CCC1)C(=O)C1=CC=C(C=C1)B1OC(C(O1)(C)C)(C)C (1-Cyclobutyl-4-{[4-(4,4,5,5-tetramethyl-1,3,2-dioxaborolan-2-yl)phenyl]carbonyl}hexahydro-1H-1,4-diazepine), ClC=1N=NC(=CC1)C(F)(F)F (3-chloro-6-(trifluoromethyl)pyridazine), crude product. Product: Cl.C1(CCC1)N1CCN(CCC1)C(=O)C1=CC=C(C=C1)C=1N=NC(=CC1)C(F)(F)F (1-Cyclobutyl-4-({4-[6-(trifluoromethyl)-3-pyridazinyl]phenyl}carbonyl)hexahydro-1H-1,4-diazepine hydrochloride). As a reaction SMILES: [CH:1]1([N:5]2[CH2:11][CH2:10][CH2:9][N:8]([C:12]([C:14]3[CH:19]=[CH:18][C:17](B4OC(C)(C)C(C)(C)O4)=[CH:16][CH:15]=3)=[O:13])[CH2:7][CH2:6]2)[CH2:4][CH2:3][CH2:2]1.[Cl:29][C:30]1[N:31]=[N:32][C:33]([C:36]([F:39])([F:38])[F:37])=[CH:34][CH:35]=1>>[ClH:29].[CH:1]1([N:5]2[CH2:11][CH2:10][CH2:9][N:8]([C:12]([C:14]3[CH:15]=[CH:16][C:17]([C:30]4[N:31]=[N:32][C:33]([C:36]([F:39])([F:38])[F:37])=[CH:34][CH:35]=4)=[CH:18][CH:19]=3)=[O:13])[CH2:7][CH2:6]2)[CH2:2][CH2:3][CH2:4]1 |f:2.3|. Reported procedure: The title compound (E22) was prepared in a similar manner to Example 11 from 1-cyclobutyl-4-{[4-(4,4,5,5-tetramethyl-1,3,2-dioxaborolan-2-yl)phenyl]carbonyl}hexahydro-1H-1,4-diazepine (D7) and 3-chloro-6-(trifluoromethyl)pyridazine (Goodman, Stanforth and Tarbit, Tetrahedron, 1999, 55, 15067). The crude product after work-up was by purified by flash chromatography [silica gel, gradient 0-100% EtOAc-MeOH) and the free base was converted into the title hydrochloride salt (E22). 1H NMR δ (methanol-... Reactants: FC(C=1N=CC(=NC1)NC[C@H]1N(C[C@H]2C[C@H]2C1)C(=O)OC(C)(C)C)(F)F (1,1-dimethylethyl (1S,4S,6S)-4-({[5-(trifluoromethyl)-2-pyrazinyl]amino}methyl)-3-azabicyclo[4.1.0]heptane-3-carboxylate), C(Cl)Cl (DCM). Run at time 2 hour. The product is [C@H]12CN[C@@H](C[C@@H]2C1)CNC1=NC=C(N=C1)C(F)(F)F (N-[(1S,4S,6S)-3-azabicyclo[4.1.0]hept-4-ylmethyl]-5-(trifluoromethyl)-2-pyrazinamine). RXN SMILES: [F:1][C:2]([F:26])([F:25])[C:3]1[N:4]=[CH:5][C:6]([NH:9][CH2:10][C@@H:11]2[CH2:17][C@H:16]3[C@H:14]([CH2:15]3)[CH2:13][N:12]2C(OC(C)(C)C)=O)=[N:7][CH:8]=1.C(Cl)Cl>>[C@H:14]12[CH2:15][C@H:16]1[CH2:17][C@@H:11]([CH2:10][NH:9][C:6]1[CH:5]=[N:4][C:3]([C:2]([F:26])([F:25])[F:1])=[CH:8][N:7]=1)[NH:12][CH2:13]2. Reported procedure: To a solution of 1,1-dimethylethyl (1S,4S,6S)-4-({[5-(trifluoromethyl)-2-pyrazinyl]amino}methyl)-3-azabicyclo[4.1.0]heptane-3-carboxylate D30 (100 mg) in DCM (4 ml) TFA (2 ml, 26.0 mmol) was added dropwise. The mixture was left reacting at room temperature for 2 hours. Solvent was evaporated in vacuum and the crude was purified by SCX chromatography using MeOH 100% to MeOH/NH3 2M. It was recovered the title compound D31 (57 mg). UPLC: (Acid Final_QC): rt=0.48 minutes, peaks observed: 273 (M+1). ...